This data is from the Open Reaction Database (ORD), a public repository of structured organic reaction records. The task is: describe an organic reaction: reactants, conditions, products, and yield Starting materials: N(=[N+]=[N-])C(CN1N=CC=2CCC3=C(C12)C=C(C=C3)OC)C ((RS)-1-(2-azido-propyl)-4,5-dihydro-8-methoxy-1H-benz[g]indazole), C(\C=C\C(=O)O)(=O)O (fumaric acid). The reagents and catalysts are [Pt]=O (platinum oxide). Solvent: C(C)O (ethanol), CO (methanol), C(C)OCC (diethyl ether). Run at time 15 hour. The product is C(\C=C\C(=O)O)(=O)O.COC1=CC2=C(CCC=3C=NN(C23)CC(C)N)C=C1 ((RS)-2-(4,5-dihydro-8-methoxy-1H-benz[g]indazol-1-yl)-1-methyl-ethylamine fumarate). Isolated yield 75.0%. Reaction SMILES: [N:1]([CH:4]([CH3:21])[CH2:5][N:6]1[C:14]2[C:13]3[CH:15]=[C:16]([O:19][CH3:20])[CH:17]=[CH:18][C:12]=3[CH2:11][CH2:10][C:9]=2[CH:8]=[N:7]1)=[N+]=[N-].[C:22]([OH:29])(=[O:28])/[CH:23]=[CH:24]/[C:25]([OH:27])=[O:26]>C(O)C.C(OCC)C.CO.[Pt]=O>[C:22]([OH:29])(=[O:28])/[CH:23]=[CH:24]/[C:25]([OH:27])=[O:26].[CH3:20][O:19][C:16]1[CH:17]=[CH:18][C:12]2[CH2:11][CH2:10][C:9]3[CH:8]=[N:7][N:6]([CH2:5][CH:4]([NH2:1])[CH3:21])[C:14]=3[C:13]=2[CH:15]=1 |f:6.7|. Procedure details: 1 g (3.5 mmol) of (RS)-1-(2-azido-propyl)-4,5-dihydro-8-methoxy-1H-benz[g]indazole dissolved in 50 ml of anhydrous ethanol was hydrogenated over 100 mg of platinum oxide for 2 hours. The catalyst was subsequently filtered off, rinsed with ethanol and the solvent was removed in a vacuum. The colorless oil obtained was dissolved in 70 ml of anhydrous diethyl ether, filtered and treated while stirring with a solution of 406 mg (3.5 mmol) of fumaric acid in 10 ml of methanol. The mixture was stirred... Reactants: OB(O)F, OB(O)F, OB(O)F, OB(O)F, CCOCC, C1CCCCC1, CC(OC(=N)C(Cl)(Cl)Cl)c1cc(Cl)cc2c(Br)nn(COCC[Si](C)(C)C)c12, ClCCl, CC(C)(C)OC(=O)N1CCC(CO)(c2ccc(F)cc2)CC1. Product: CC(OCC1(c2ccc(F)cc2)CCN(C(=O)OC(C)(C)C)CC1)c1cc(Cl)cc2c(Br)nn(COCC[Si](C)(C)C)c12. Reaction SMILES: [B:56]([F:57])([OH:58])[OH:59].[B:60]([F:61])([OH:62])[OH:63].[B:64]([F:65])([OH:66])[OH:67].[B:68]([F:69])([OH:70])[OH:71].[CH2:51]([O:52][CH2:53][CH3:54])[CH3:55].[CH2:72]1[CH2:73][CH2:74][CH2:75][CH2:76][CH2:77]1.[Cl:1][C:2]([Cl:3])([Cl:26])[C:27]([O:4][CH:5]([CH3:6])[c:7]1[cH:8][c:9]([Cl:25])[cH:10][c:11]2[c:12]([Br:24])[n:13][n:14]([CH2:16][O:17][CH2:18][CH2:19][Si:20]([CH3:21])([CH3:22])[CH3:23])[c:15]12)=[NH:28].[Cl:78][CH2:79][Cl:80].[F:29][c:30]1[cH:31][cH:32][c:33]([C:36]2([CH2:49][OH:50])[CH2:37][CH2:38][N:39]([C:42](=[O:43])[O:44][C:45]([CH3:46])([CH3:47])[CH3:48])[CH2:40][CH2:41]2)[cH:34][cH:35]1>>[O:4]([CH:5]([CH3:6])[c:7]1[cH:8][c:9]([Cl:25])[cH:10][c:11]2[c:12]([Br:24])[n:13][n:14]([CH2:16][O:17][CH2:18][CH2:19][Si:20]([CH3:21])([CH3:22])[CH3:23])[c:15]12)[CH2:49][C:36]1([c:33]2[cH:32][cH:31][c:30]([F:29])[cH:35][cH:34]2)[CH2:37][CH2:38][N:39]([C:42](=[O:43])[O:44][C:45]([CH3:46])([CH3:47])[CH3:48])[CH2:40][CH2:41]1. The reactants are C(C)C1=C(C(=O)O)C=C(C(=C1)C)I (2-ethyl-5-iodo-4-methylbenzoic acid), ClC1=CC(=C(C(=O)OC)C=C1I)CC (methyl 4-chloro-2-ethyl-5-iodobenzoate), ClC1=CC(=C(C(=O)OC)C=C1I)CC (methyl 4-chloro-2-ethyl-5-iodobenzoate), C(C)C1=C(C(=O)[O-])C=C(C(=C1)C)I (2-ethyl-5-iodo-4-methylbenzoate). Yields the product ClC1=CC(=C(C(=O)O)C=C1I)CC (4-Chloro-2-ethyl-5-iodobenzoic acid). Reaction SMILES: C(C1C=C(C)C(I)=CC=1C(O)=O)C.[Cl:14][C:15]1[C:24]([I:25])=[CH:23][C:18]([C:19]([O:21]C)=[O:20])=[C:17]([CH2:26][CH3:27])[CH:16]=1.C(C1C=C(C)C(I)=CC=1C([O-])=O)C>>[Cl:14][C:15]1[C:24]([I:25])=[CH:23][C:18]([C:19]([OH:21])=[O:20])=[C:17]([CH2:26][CH3:27])[CH:16]=1. Procedure details: The title compound was prepared using standard chemical manipulations and procedures similar to those used for the preparation of compound 211.3, except methyl 4-chloro-2-ethyl-5-iodobenzoate (compound 472.1) was used in place of 2-ethyl-5-iodo-4-methylbenzoate (compound 211.2). The reactants are BrBr (Bromine), S1C(=CC=C1)C1=NC=CC=C1 (2-(2-thienyl)pyridine). Solvent: C(Cl)Cl (methylene chloride). Conditions: time 10 minute. Product: BrC1=CC=C(S1)C1=NC=CC=C1 (2-(5-Bromo-2-thienyl)pyridine). As a reaction SMILES: [Br:1]Br.[S:3]1[CH:7]=[CH:6][CH:5]=[C:4]1[C:8]1[CH:13]=[CH:12][CH:11]=[CH:10][N:9]=1>C(Cl)Cl>[Br:1][C:7]1[S:3][C:4]([C:8]2[CH:13]=[CH:12][CH:11]=[CH:10][N:9]=2)=[CH:5][CH:6]=1. Procedure: Bromine, 16 g (0.1 mol), was added to a solution of 8.05 g (0.05 mol) of 2-(2-thienyl)pyridine in 250 ml of methylene chloride. After stirring for 10 minutes, the reaction mixture was washed with 10% aqueous sodium carbonate solution, dried and evaporated. Crystallization from ethanol gave 9.5 g of the title compound with m.p. 85°-87°. Reactants: O=C(O)C1CCCCNC1, OCc1ccccc1, O=S(Cl)Cl. Yields the product O=C(OCc1ccccc1)C1CCCCNC1. Reaction SMILES: [C:1](=[O:2])([OH:3])[CH:4]1[CH2:5][NH:6][CH2:7][CH2:8][CH2:9][CH2:10]1.[OH:15][CH2:16][c:17]1[cH:18][cH:19][cH:20][cH:21][cH:22]1.[S:11]([Cl:12])([Cl:13])=[O:14]>>[C:1]([O:2][CH2:16][c:17]1[cH:18][cH:19][cH:20][cH:21][cH:22]1)(=[O:3])[CH:4]1[CH2:5][NH:6][CH2:7][CH2:8][CH2:9][CH2:10]1. Reactants: CCOC(=O)c1c(OC(C)C)c(Br)c(Br)n1Cc1ccccc1, CO, [Na+], [OH-], O, O=P(O)(O)O. Yields the product CC(C)Oc1c(Br)c(Br)n(Cc2ccccc2)c1C(=O)O. As a reaction SMILES: [Br:1][c:2]1[c:3]([O:20][CH:21]([CH3:22])[CH3:23])[c:4]([C:15](=[O:16])[O:17][CH2:18][CH3:19])[n:5]([CH2:8][c:9]2[cH:10][cH:11][cH:12][cH:13][cH:14]2)[c:6]1[Br:7].[CH3:32][OH:33].[Na+:25].[OH-:24].[OH2:26].[P:27](=[O:28])([OH:29])([OH:30])[OH:31]>>[Br:1][c:2]1[c:3]([O:20][CH:21]([CH3:22])[CH3:23])[c:4]([C:15](=[O:16])[OH:17])[n:5]([CH2:8][c:9]2[cH:10][cH:11][cH:12][cH:13][cH:14]2)[c:6]1[Br:7]. The reactants are C(C)C1=NN(C(=C1C(=O)O)N)C1=NC(=CC=C1)Cl (Ethyl 5-amino-1-(6-chloropyridin-2-yl)-1H-pyrazole-4-carboxylic acid), C([O-])([O-])=O.[Na+].[Na+] (sodium carbonate), C(C)#N (Acetonitrile), OC1=C(C=CC=C1)B(O)O (2-hydroxyphenylboronic acid), trans-dichlorobis(triphenylphosphine) palladium (II). Conditions: temperature 85 celsius, time 18 hour. Product: NC1=C(C=NN1C1=NC(=CC=C1)C1=C(C=CC=C1)O)C(=O)OCC (Ethyl 5-amino-1-(6-(2-hydroxyphenyl)pyridin-2-yl)-1H-pyrazole-4-carboxylate). As a reaction SMILES: C([C:3]1[C:7]([C:8]([OH:10])=[O:9])=[C:6]([NH2:11])[N:5]([C:12]2[CH:17]=[CH:16][CH:15]=[C:14](Cl)[N:13]=2)[N:4]=1)C.[OH:19][C:20]1[CH:25]=[CH:24][CH:23]=[CH:22][C:21]=1B(O)O.C(=O)([O-])[O-].[Na+].[Na+].[C:35](#N)[CH3:36]>>[NH2:11][C:6]1[N:5]([C:12]2[CH:17]=[CH:16][CH:15]=[C:14]([C:21]3[CH:22]=[CH:23][CH:24]=[CH:25][C:20]=3[OH:19])[N:13]=2)[N:4]=[CH:3][C:7]=1[C:8]([O:10][CH2:35][CH3:36])=[O:9] |f:2.3.4|. Procedure details: To a vial containing the title compound from Example 10 Step A (200 mg, 0.75 mmol) were added 2-hydroxyphenylboronic acid (125 g, 0.90 mmol) and trans-dichlorobis(triphenylphosphine) palladium (II) (53 mg, 0.075 mmol). Acetonitrile (4 mL) and sodium carbonate (1.9 mL, 1.0 M aqueous, 1.9 mmol) were added, and the resulting mixture was degassed via nitrogen sparge. The reaction vial was capped and the reaction mixture was stirred at 85° C. After 18 h, the reaction mixture was allowed to cool to ro... The reactants are COCCCNC(=O)N1CC2=CC=C(C=C2CC1)C(=O)NOC1OCCCC1 (N2-(3-methoxypropyl)-N6-(tetrahydro-2H-pyran-2-yloxy)-3,4-dihydroisoquinoline-2,6(1H)-dicarboxamide), Cl (HCl). Run in CO (methanol). Reaction conditions: time 8 hour. Yields the product ONC(=O)C=1C=C2CCN(CC2=CC1)C(=O)NCCCOC (N6-Hydroxy-N2-(3-methoxypropyl)-3,4-dihydroisoquinoline-2,6(1H)-dicarboxamide). Yield: 81.4%. As a reaction SMILES: [CH3:1][O:2][CH2:3][CH2:4][CH2:5][NH:6][C:7]([N:9]1[CH2:18][CH2:17][C:16]2[C:11](=[CH:12][CH:13]=[C:14]([C:19]([NH:21][O:22]C3CCCCO3)=[O:20])[CH:15]=2)[CH2:10]1)=[O:8].Cl>CO>[OH:22][NH:21][C:19]([C:14]1[CH:15]=[C:16]2[C:11](=[CH:12][CH:13]=1)[CH2:10][N:9]([C:7]([NH:6][CH2:5][CH2:4][CH2:3][O:2][CH3:1])=[O:8])[CH2:18][CH2:17]2)=[O:20]. Procedure: A mixture of 180 mg of N2-(3-methoxypropyl)-N6-(tetrahydro-2H-pyran-2-yloxy)-3,4-dihydroisoquinoline-2,6(1H)-dicarboxamide in 4 ml methanol and 6 ml of an aqueous 0.1 N HCl is stirred overnight at ambient temperature and evaporated. The residue is dissolved in acetonitrile and water and lyophilized. 115 mg of the title compound are obtained. MH+=308.2